This data is from the Open Reaction Database (ORD), a public repository of structured organic reaction records. The task is: describe an organic reaction: reactants, conditions, products, and yield Starting materials: CS(=O)(=O)Cl (methanesulfonyl chloride), NC=1C=CC(=C(C1)C(C)=O)F (5'-Amino-2'-fluoroacetophenone). Solvent: C(C)(=O)OCC (ethyl acetate), C(C)(=O)OCC (ethyl acetate), N1=CC=CC=C1 (pyridine). The product is C(C)(=O)C=1C=C(NS(=O)(=O)C)C=CC1F (3'-acetyl-4'-fluoromethanesulfonanilide). The yield is 79.7%. RXN SMILES: [NH2:1][C:2]1[CH:3]=[CH:4][C:5]([F:11])=[C:6]([C:8](=[O:10])[CH3:9])[CH:7]=1.[CH3:12][S:13](Cl)(=[O:15])=[O:14]>C(OCC)(=O)C.N1C=CC=CC=1>[C:8]([C:6]1[CH:7]=[C:2]([CH:3]=[CH:4][C:5]=1[F:11])[NH:1][S:13]([CH3:12])(=[O:15])=[O:14])(=[O:10])[CH3:9]. Procedure details: 5'-Amino-2'-fluoroacetophenone (28 g) was dissolved in a mixture of 100 ml of ethyl acetate and 15.9 g of pyridine, a solution of 23 g of methanesulfonyl chloride in 50 ml of ethyl acetate was added with ice-cooling and stirring and the mixture was made to react at room temperature for 3 hours. The reaction mixture was washed with water, dried, the solvent was evaporated therefrom and the residue was purified by silica gel column chromatography (eluting with chloroform) to give 33.7 g of 3'-acet...